Dataset: the Open Reaction Database (ORD), a public repository of structured organic reaction records. Task: describe an organic reaction: reactants, conditions, products, and yield The reactants are P(=O)([O-])([O-])[O-].[K+].[K+].[K+] (potassium phosphate), BrC=1C=CC(=C(C1)[C@]1(N=C(O[C@@H](C1)C(F)(F)F)N)CF)F ((4S,6S)-4-(5-bromo-2-fluorophenyl)-4-(fluoromethyl)-6-(trifluoromethyl)-5,6-dihydro-4H-1,3-oxazin-2-amine), C(#CC)C=1C=C(C=NC1)B(O)O ((5-(prop-1-yn-1-yl)pyridin-3-yl)boronic acid). The reagents and catalysts are C(C)(C)(C)C=1C(=C(C=CC1NC)[Pd]Cl)C(C)(C)C ((di-t-butyl-p-methylaminophenyl]palladium(ii) chloride). The solvent is O (water), O1CCOCC1.O (dioxane water). Product: FC1=C(C=C(C=C1)C=1C=NC=C(C1)C#CC)[C@]1(N=C(O[C@@H](C1)C(F)(F)F)N)CF ((4S,6S)-4-(2-fluoro-5-(5-(prop-1-yn-1-yl)pyridin-3-yl)phenyl)-4-(fluoromethyl)-6-(trifluoromethyl)-5,6-dihydro-4H-1,3-oxazin-2-amine). The yield is 55.5%. Reaction SMILES: P([O-])([O-])([O-])=O.[K+].[K+].[K+].Br[C:10]1[CH:11]=[CH:12][C:13]([F:29])=[C:14]([C@:16]2([CH2:27][F:28])[CH2:21][C@@H:20]([C:22]([F:25])([F:24])[F:23])[O:19][C:18]([NH2:26])=[N:17]2)[CH:15]=1.[C:30]([C:33]1[CH:34]=[C:35](B(O)O)[CH:36]=[N:37][CH:38]=1)#[C:31][CH3:32]>O1CCOCC1.O.O.C(C1C(C(C)(C)C)=C([Pd]Cl)C=CC=1NC)(C)(C)C>[F:29][C:13]1[CH:12]=[CH:11][C:10]([C:35]2[CH:36]=[N:37][CH:38]=[C:33]([C:30]#[C:31][CH3:32])[CH:34]=2)=[CH:15][C:14]=1[C@:16]1([CH2:27][F:28])[CH2:21][C@@H:20]([C:22]([F:25])([F:24])[F:23])[O:19][C:18]([NH2:26])=[N:17]1 |f:0.1.2.3,6.7|. Reported procedure: A mixture of potassium phosphate (0.168 g, 0.792 mmol), (4S,6S)-4-(5-bromo-2-fluorophenyl)-4-(fluoromethyl)-6-(trifluoromethyl)-5,6-dihydro-4H-1,3-oxazin-2-amine (8a, 0.0985 g, 0.264 mmol), (5-(prop-1-yn-1-yl)pyridin-3-yl)boronic acid (0.106 g, 0.660 mmol) and 1,1-bis[(di-t-butyl-p-methylaminophenyl]palladium(ii) chloride (9.35 mg, 0.013 mmol) in dioxane/water (2.0/0.5 mL) was irradiated at 110° C. for 30 min. The reaction mixture was diluted with water and extracted with DCM three times. The co... Yields the product Cc1ccc(C(=O)O)cc1-c1cnc2oc(-c3ccc(F)cc3)c(Br)c2c1. The reactants are COC(=O)c1ccc(C)c(-c2cnc3oc(-c4ccc(F)cc4)c(Br)c3c2)c1, C1CCOC1, CO, CCOC(C)=O, [Na+], [OH-]. RXN SMILES: [Br:3][c:4]1[c:5](-[c:24]2[cH:25][cH:26][c:27]([F:30])[cH:28][cH:29]2)[o:6][c:7]2[n:8][cH:9][c:10](-[c:13]3[cH:14][c:15]([C:16](=[O:17])[O:18][CH3:19])[cH:20][cH:21][c:22]3[CH3:23])[cH:11][c:12]12.[CH2:33]1[O:34][CH2:35][CH2:36][CH2:37]1.[CH3:31][OH:32].[CH3:38][CH2:39][O:40][C:41]([CH3:42])=[O:43].[Na+:2].[OH-:1]>>[Br:3][c:4]1[c:5](-[c:24]2[cH:25][cH:26][c:27]([F:30])[cH:28][cH:29]2)[o:6][c:7]2[n:8][cH:9][c:10](-[c:13]3[cH:14][c:15]([C:16](=[O:17])[OH:18])[cH:20][cH:21][c:22]3[CH3:23])[cH:11][c:12]12. Run in CN(C=O)C (N,N-dimethylformamide). Product: FC1=CC2=C(C(=NO2)C)C=C1N1C(N(C(=CC1=O)C(F)(F)F)C)=O (3-(6-Fluoro-3-methyl-1,2-benzisoxazol-5-yl)-1-methyl-6-(trifluoromethyl)-2,4(1H,3H)-pyrimidinedione). As a reaction SMILES: [F:1][C:2]1[C:11]([N:12]2[C:17](=[O:18])[CH:16]=[C:15]([C:19]([F:22])([F:21])[F:20])[NH:14][C:13]2=[O:23])=[CH:10][C:5]2[C:6]([CH3:9])=[N:7][O:8][C:4]=2[CH:3]=1.[C:24](=O)([O-])[O-].[K+].[K+].CI>CN(C)C=O>[F:1][C:2]1[C:11]([N:12]2[C:17](=[O:18])[CH:16]=[C:15]([C:19]([F:21])([F:20])[F:22])[N:14]([CH3:24])[C:13]2=[O:23])=[CH:10][C:5]2[C:6]([CH3:9])=[N:7][O:8][C:4]=2[CH:3]=1 |f:1.2.3|. Run at time 15 minute. Reported procedure: A mixture of 3-(6-fluoro-3-methyl-1,2-benzisoxazol-5-yl)-6-(trifluoromethyl)-2,4(1H,3H)-pyrimidinedione (3.00 g, 9.12 mmol) and potassium carbonate (2.52 g, 18.2 mmol) in N,N-dimethylformamide is stirred for 15 minutes, treated with methyl iodide (2.58 g, 18.2 mmol), stirred at room temperature overnight, and poured into an ice-water mixture. The resultant aqueous mixture is filtered to obtain a solid which is recrystallized from a methylene chloride/hexanes solution to give the title product as... The reactants are ice water, FC1=CC2=C(C(=NO2)C)C=C1N1C(NC(=CC1=O)C(F)(F)F)=O (3-(6-fluoro-3-methyl-1,2-benzisoxazol-5-yl)-6-(trifluoromethyl)-2,4(1H,3H)-pyrimidinedione), C([O-])([O-])=O.[K+].[K+] (potassium carbonate), CI (methyl iodide). Starting materials: CC=1N(C2=CC=CC=C2C1C(C1=CC=C(C=C1)N)=O)CCN1CCOCC1 (2-methyl-3-(4-aminobenzoyl)-1-[2-(4-morpholinyl)ethyl]- 1H-indole), [N-]=C=O.[Na+] (sodium isocyanate), [OH-].[Na+] (sodium hydroxide). Run in O (water), C(C)(=O)O (acetic acid), O (water), O (water). Reaction conditions: time 2 hour. Yields the product CC=1N(C2=CC=CC=C2C1C(C1=CC=C(C=C1)NC(N)=O)=O)CCN1CCOCC1 (2-methyl3-(4-carbamylaminobenzoyl)-1-[2-(4-morpholinyl)ethyl]-1H-indole). The yield is 48.4%. As a reaction SMILES: [CH3:1][C:2]1[N:3]([CH2:20][CH2:21][N:22]2[CH2:27][CH2:26][O:25][CH2:24][CH2:23]2)[C:4]2[C:9]([C:10]=1[C:11](=[O:19])[C:12]1[CH:17]=[CH:16][C:15]([NH2:18])=[CH:14][CH:13]=1)=[CH:8][CH:7]=[CH:6][CH:5]=2.[N-:28]=[C:29]=[O:30].[Na+].[OH-].[Na+]>C(O)(=O)C.O>[CH3:1][C:2]1[N:3]([CH2:20][CH2:21][N:22]2[CH2:27][CH2:26][O:25][CH2:24][CH2:23]2)[C:4]2[C:9]([C:10]=1[C:11](=[O:19])[C:12]1[CH:17]=[CH:16][C:15]([NH:18][C:29](=[O:30])[NH2:28])=[CH:14][CH:13]=1)=[CH:8][CH:7]=[CH:6][CH:5]=2 |f:1.2,3.4|. Procedure details: To a stirred suspension of 12.0 g. (0.03 mole) of 2-methyl-3-(4-aminobenzoyl)-1-[2-(4-morpholinyl)ethyl]- 1H-indole (Example 4B) in 15 ml of glacial acetic acid and 30 ml. of water was added a solution of 4.5 g. (0.06 mole) of sodium isocyanate in 30 ml of water. The mixture was stirred at room temperature for two hours, then diluted with water and made alkaline with 10% sodium hydroxide The solid which separated was collected and recrystallized from DMF to give 5.9 g (48%) of 2-methyl3-(4-carba... The reactants are N#Cc1ccc(CBr)cc1, O=C([O-])[O-], CCOC(C)=O, CN(C)C=O, O=S(=O)(NC1CCCC1CO)c1ccc(Cl)cc1, [Cs+], [Cs+]. The product is N#Cc1ccc(CN(C2CCCC2CO)S(=O)(=O)c2ccc(Cl)cc2)cc1. As a reaction SMILES: [Br:25][CH2:26][c:27]1[cH:28][cH:29][c:30]([C:33]#[N:34])[cH:31][cH:32]1.[C:19](=[O:20])([O-:21])[O-:22].[CH3:35][CH2:36][O:37][C:38](=[O:39])[CH3:40].[CH3:41][N:42]([CH3:43])[CH:44]=[O:45].[Cl:1][c:2]1[cH:3][cH:4][c:5]([S:8](=[O:9])(=[O:10])[NH:11][CH:12]2[CH:13]([CH2:17][OH:18])[CH2:14][CH2:15][CH2:16]2)[cH:6][cH:7]1.[Cs+:23].[Cs+:24]>>[Cl:1][c:2]1[cH:3][cH:4][c:5]([S:8](=[O:9])(=[O:10])[N:11]([CH:12]2[CH:13]([CH2:17][OH:18])[CH2:14][CH2:15][CH2:16]2)[CH2:26][c:27]2[cH:28][cH:29][c:30]([C:33]#[N:34])[cH:31][cH:32]2)[cH:6][cH:7]1. Starting materials: CC1(C)CCCC(C)(C)N1, CC#N, Fc1ccccc1CCl, CNCCC(O)c1ccccc1. Yields the product CN(CCC(O)c1ccccc1)Cc1ccccc1F. Reaction SMILES: [CH3:13][C:14]1([CH3:15])[CH2:16][CH2:17][CH2:18][C:19]([CH3:20])([CH3:21])[NH:22]1.[CH3:32][C:33]#[N:34].[F:23][c:24]1[c:25]([CH2:26][Cl:27])[cH:28][cH:29][cH:30][cH:31]1.[OH:1][CH:2]([CH2:3][CH2:4][NH:5][CH3:6])[c:7]1[cH:8][cH:9][cH:10][cH:11][cH:12]1>>[OH:1][CH:2]([CH2:3][CH2:4][N:5]([CH3:6])[CH2:26][c:25]1[c:24]([F:23])[cH:31][cH:30][cH:29][cH:28]1)[c:7]1[cH:8][cH:9][cH:10][cH:11][cH:12]1. Reactants: COC(COC1=C(C=C(C=C1)S)C)=O ((4-Mercapto-2-methyl-phenoxy)-acetic acid methyl ester), BrCC1=CC=C(C=C1)C1=CC=CC=C1 (4-Bromomethyl-biphenyl). Yields the product C1(=CC=C(C=C1)CSC1=CC(=C(OCC(=O)O)C=C1)C)C1=CC=CC=C1 ([4-(Biphenyl-4-ylmethylsulfanyl)-2-methyl-phenoxy]-acetic acid). RXN SMILES: C[O:2][C:3](=[O:14])[CH2:4][O:5][C:6]1[CH:11]=[CH:10][C:9]([SH:12])=[CH:8][C:7]=1[CH3:13].Br[CH2:16][C:17]1[CH:22]=[CH:21][C:20]([C:23]2[CH:28]=[CH:27][CH:26]=[CH:25][CH:24]=2)=[CH:19][CH:18]=1>>[C:20]1([C:23]2[CH:24]=[CH:25][CH:26]=[CH:27][CH:28]=2)[CH:19]=[CH:18][C:17]([CH2:16][S:12][C:9]2[CH:10]=[CH:11][C:6]([O:5][CH2:4][C:3]([OH:2])=[O:14])=[C:7]([CH3:13])[CH:8]=2)=[CH:22][CH:21]=1. Reported procedure: The title compound was prepared in the manner analogous to Example 1F using 2C and 1E. MS m/z 379 (M+1).